Task: describe an organic reaction: reactants, conditions, products, and yield. Dataset: the Open Reaction Database (ORD), a public repository of structured organic reaction records Starting materials: Cc1cccc(-c2c(-c3ccc(Cl)cc3)c(C)n[nH]c2=O)n1, O=P(Cl)(Cl)Cl. Product: Cc1cccc(-c2c(Cl)nnc(C)c2-c2ccc(Cl)cc2)n1. RXN SMILES: [Cl:1][c:2]1[cH:3][cH:4][c:5](-[c:8]2[c:9](-[c:16]3[n:17][c:18]([CH3:22])[cH:19][cH:20][cH:21]3)[c:10](=[O:15])[nH:11][n:12][c:13]2[CH3:14])[cH:6][cH:7]1.[P:23]([Cl:24])([Cl:25])([Cl:26])=[O:27]>>[Cl:1][c:2]1[cH:3][cH:4][c:5](-[c:8]2[c:9](-[c:16]3[n:17][c:18]([CH3:22])[cH:19][cH:20][cH:21]3)[c:10]([Cl:25])[n:11][n:12][c:13]2[CH3:14])[cH:6][cH:7]1. The reactants are BrCCCCN1S(N(C2=C(C1)C=CC=C2)C2=C(C=CC=C2)F)(=O)=O (3-(4-bromobutyl)-1-(2-fluorophenyl)-3,4-dihydro-1H-2,1,3-benzothiadiazine 2,2-dioxide), C1(CC1)N (cyclopropylamine), Cl (HCl). The product is FC1=C(C=CC=C1)N1S(N(CC2=C1C=CC=C2)CCCCNC2CC2)(=O)=O (N-{4-[1-(2-fluorophenyl)-2,2-dioxido-1,4-dihydro-3H-2,1,3-benzothiadiazin-3-yl]butyl}cyclopropanamine). Yield: 92.0%. RXN SMILES: Br[CH2:2][CH2:3][CH2:4][CH2:5][N:6]1[CH2:11][C:10]2[CH:12]=[CH:13][CH:14]=[CH:15][C:9]=2[N:8]([C:16]2[CH:21]=[CH:20][CH:19]=[CH:18][C:17]=2[F:22])[S:7]1(=[O:24])=[O:23].[CH:25]1([NH2:28])[CH2:27][CH2:26]1.Cl>>[F:22][C:17]1[CH:18]=[CH:19][CH:20]=[CH:21][C:16]=1[N:8]1[C:9]2[CH:15]=[CH:14][CH:13]=[CH:12][C:10]=2[CH2:11][N:6]([CH2:5][CH2:4][CH2:3][CH2:2][NH:28][CH:25]2[CH2:27][CH2:26]2)[S:7]1(=[O:24])=[O:23]. Procedure details: In an analogous manner to Example 11 step 5, 3-(4-bromobutyl)-1-(2-fluorophenyl)-3,4-dihydro-1H-2,1,3-benzothiadiazine 2,2-dioxide (0.11 g, 0.26 mmol) was reacted to cyclopropylamine and then treated with HCl to provide N-{4-[1-(2-fluorophenyl)-2,2-dioxido-1,4-dihydro-3H-2,1,3-benzothiadiazin-3-yl]butyl}cyclopropanamine (0.099 g, 92%) as a white solid: Starting materials: CCOC(=O)c1cc(Br)nc2c1cnn2C1CCC1, CCO, CCOC(C)=O, Cc1cc(C)c(CN)c(=O)[nH]1, [Na+], [OH-], O. Product: Cc1cc(C)c(CNC(=O)c2cc(Br)nc3c2cnn3C2CCC2)c(=O)[nH]1. RXN SMILES: [Br:3][c:4]1[cH:5][c:6]([C:17]([O:19][CH2:18][CH3:20])=[O:21])[c:7]2[c:8]([n:9]1)[n:10]([CH:13]1[CH2:14][CH2:15][CH2:16]1)[n:11][cH:12]2.[CH3:34][CH2:35][OH:36].[CH3:37][CH2:38][O:39][C:40]([CH3:41])=[O:42].[NH2:22][CH2:23][c:24]1[c:25](=[O:32])[nH:26][c:27]([CH3:31])[cH:28][c:29]1[CH3:30].[Na+:2].[OH-:1].[OH2:33]>>[Br:3][c:4]1[cH:5][c:6]([C:17](=[O:19])[NH:22][CH2:23][c:24]2[c:25](=[O:32])[nH:26][c:27]([CH3:31])[cH:28][c:29]2[CH3:30])[c:7]2[c:8]([n:9]1)[n:10]([CH:13]1[CH2:14][CH2:15][CH2:16]1)[n:11][cH:12]2. The reactants are ClCCCBr, CCO, [Na+], [OH-], O, Oc1ccccc1. Yields the product ClCCCOc1ccccc1. Reaction SMILES: [Br:10][CH2:11][CH2:12][CH2:13][Cl:14].[CH2:16]([OH:17])[CH3:18].[Na+:9].[OH-:8].[OH2:15].[OH:1][c:2]1[cH:3][cH:4][cH:5][cH:6][cH:7]1>>[O:1]([c:2]1[cH:3][cH:4][cH:5][cH:6][cH:7]1)[CH2:11][CH2:12][CH2:13][Cl:14]. The reactants are C[Si](C)(C)[N-][Si](C)(C)C.[K+] (potassium bis(trimethylsilyl)amide), CC(C)(C(=O)[O-])P(=O)(O)OC (trimethylphosphonoacetate), C(CC)C1=CC=C(O1)C=O (5-propyl-2-furancarboxaldehyde). Run in C1CCOC1 (THF), C1CCOC1 (THF). Reaction conditions: time 1 hour. Product: C(CC)C1=CC=C(O1)C=CC(=O)OC (methyl 3-(5-propyl-2-furanyl)prop-2-enoate). Isolated yield 91.5%. As a reaction SMILES: C[C:2](P(OC)(O)=O)([C:4]([O-:6])=[O:5])[CH3:3].[CH3:12][Si]([N-][Si](C)(C)C)(C)C.[K+].[CH2:22]([C:25]1[O:29][C:28](C=O)=[CH:27][CH:26]=1)[CH2:23][CH3:24]>C1COCC1>[CH2:22]([C:25]1[O:29][C:28]([CH:3]=[CH:2][C:4]([O:6][CH3:12])=[O:5])=[CH:27][CH:26]=1)[CH2:23][CH3:24] |f:1.2|. Procedure details: To a solution of trimethylphosphonoacetate (12.34 g; 61.6 mmol) in 500 mL of THF cooled to -78° C. under nitrogen with stirring, 136 mL (61.6 mmol) of 0.5M potassium bis(trimethylsilyl)amide was added dropwise over a 1/2 h period. The reaction mixture was stirred continuously at -78° C. for 1 hr. To the mixture was added 8.5 g (61.6 mmol) of 5-propyl-2-furancarboxaldehyde and 3 mL of THF over a 10 min period with stirring. After 1 h, stirring was stopped and the reaction mixture was allowed to w... Starting materials: C(C)(C)(C)OC(NC(C(=O)NC=1N=C(C2=CC=CC=C2C1)Br)C)=O (tert-butyl-N-[1-[(1-bromoisoquinolin-3-yl)amino]-1-oxopropan-2-yl]-carbamate), C(#C)C1=CSC=C1 (3-ethynylthiophene), CCN(C(C)C)C(C)C (DIPEA). Procedure details: A mixture of tert-butyl-N-[1-[(1-bromoisoquinolin-3-yl)amino]-1-oxopropan-2-yl]-carbamate B4a (150 mg, 0.38 mmol), 3-ethynylthiophene (45 mg, 0.42 mmol), copper(I) iodide (7 mg, 0.04 mmol), Dichlorobis(triphenylphosphine)palladium(II) (27 mg, 0.04 mmol) and DIPEA (200 μl, 2 mmol) is stirred under argon atmosphere in NMP (1 ml) for 1 h at 80° C. The mixture is concentrated in vacuo and the product purified by RP HPLC. Yield: 102 mg (64%). HPLC-MS: M+H=422; tR=1.99 min (*Method—4). Reagents/catalysts: [Cu]I (copper(I) iodide), Cl[Pd]([P](C1=CC=CC=C1)(C2=CC=CC=C2)C3=CC=CC=C3)([P](C4=CC=CC=C4)(C5=CC=CC=C5)C6=CC=CC=C6)Cl (Dichlorobis(triphenylphosphine)palladium(II)). As a reaction SMILES: [C:1]([O:5][C:6](=[O:24])[NH:7][CH:8]([CH3:23])[C:9]([NH:11][C:12]1[N:13]=[C:14](Br)[C:15]2[C:20]([CH:21]=1)=[CH:19][CH:18]=[CH:17][CH:16]=2)=[O:10])([CH3:4])([CH3:3])[CH3:2].[C:25]([C:27]1[CH:31]=[CH:30][S:29][CH:28]=1)#[CH:26].CCN(C(C)C)C(C)C>CN1C(=O)CCC1.[Cu]I.Cl[Pd](Cl)([P](C1C=CC=CC=1)(C1C=CC=CC=1)C1C=CC=CC=1)[P](C1C=CC=CC=1)(C1C=CC=CC=1)C1C=CC=CC=1>[C:1]([O:5][C:6](=[O:24])[NH:7][CH:8]([CH3:23])[C:9](=[O:10])[NH:11][C:12]1[N:13]=[C:14]([C:26]#[C:25][C:27]2[CH:31]=[CH:30][S:29][CH:28]=2)[C:15]2[C:20]([CH:21]=1)=[CH:19][CH:18]=[CH:17][CH:16]=2)([CH3:4])([CH3:3])[CH3:2] |^1:52,71|. Solvent: CN1CCCC1=O (NMP). Product: C(C)(C)(C)OC(NC(C(NC=1N=C(C2=CC=CC=C2C1)C#CC1=CSC=C1)=O)C)=O (tert-butyl-N-[1-oxo-1-[[1-(2-thiophen-3-ylethynyl)isoquinolin-3-yl]amino]-propan-2-yl]carbamate). Starting materials: CC1CC2C(C(=O)OC2=O)CC1 (4-methylhexahydrophthalic anhydride), C(C)(C)(C)C=1C=C(C=C(C1O)C(C)(C)C)CCC(=O)NN (3-(3,5-di-t-butyl-4-hydroxyphenyl)propanoic acid hydrazide), C=1(C(=CC=CC1)C)C (xylene). Run in O (water). The product is C(C)(C)(C)C=1C=C(C=C(C1O)C(C)(C)C)CCC(=O)NN1C(C2C(C1=O)CC(CC2)C)=O (N-[3-(3,5-di-t-butyl-4-hydroxyphenyl)propanamido]-4-methylhexahydrophthalimide). The yield is 100.5%. As a reaction SMILES: [CH3:1][CH:2]1[CH2:12][CH2:11][CH:5]2[C:6]([O:8][C:9](=[O:10])[CH:4]2[CH2:3]1)=O.[C:13]([C:17]1[CH:18]=[C:19]([CH2:28][CH2:29][C:30]([NH:32][NH2:33])=[O:31])[CH:20]=[C:21]([C:24]([CH3:27])([CH3:26])[CH3:25])[C:22]=1[OH:23])([CH3:16])([CH3:15])[CH3:14].C1(C)C(C)=CC=CC=1>O>[C:24]([C:21]1[CH:20]=[C:19]([CH2:28][CH2:29][C:30]([NH:32][N:33]2[C:9](=[O:10])[CH:4]3[CH2:3][CH:2]([CH3:1])[CH2:12][CH2:11][CH:5]3[C:6]2=[O:8])=[O:31])[CH:18]=[C:17]([C:13]([CH3:14])([CH3:15])[CH3:16])[C:22]=1[OH:23])([CH3:25])([CH3:26])[CH3:27]. Procedure: A mixture of 4-methylhexahydrophthalic anhydride (32.8 g, 200 mmol), 3-(3,5-di-t-butyl-4-hydroxyphenyl)propanoic acid hydrazide (58.4 g, 200 mmol) and 650 ml of xylene was refluxed for 90 minutes under a nitrogen atmosphere with the azeotropic removal of water. The solvent was removed on a rotary evaporator to afford approximately 89 g of a white solid having a melting range of 87°-92° C. Starting materials: CC(C)CBr, CN(C)C=O, CCOC(C)=O, [H-], O=[N+]([O-])c1cc[nH]n1, [Na+]. Yields the product CC(C)Cn1ccc([N+](=O)[O-])n1. As a reaction SMILES: [Br:11][CH2:12][CH:13]([CH3:14])[CH3:15].[CH3:16][N:17]([CH3:18])[CH:19]=[O:20].[CH3:21][CH2:22][O:23][C:24](=[O:25])[CH3:26].[H-:9].[N+:1](=[O:2])([O-:3])[c:4]1[n:5][nH:6][cH:7][cH:8]1.[Na+:10]>>[N+:1](=[O:2])([O-:3])[c:4]1[n:5][n:6]([CH2:12][CH:13]([CH3:14])[CH3:15])[cH:7][cH:8]1. Reactants: CC(C)(C)N, CCOC(C)=O, O=C(Cl)c1ccc([N+](=O)[O-])cc1. Product: CC(C)(C)NC(=O)c1ccc([N+](=O)[O-])cc1. As a reaction SMILES: [C:1]([CH3:2])([CH3:3])([CH3:4])[NH2:5].[CH3:18][CH2:19][O:20][C:21](=[O:22])[CH3:23].[N+:6](=[O:7])([O-:8])[c:9]1[cH:10][cH:11][c:12]([C:13](=[O:14])[Cl:15])[cH:16][cH:17]1>>[C:1]([CH3:2])([CH3:3])([CH3:4])[NH:5][C:13]([c:12]1[cH:11][cH:10][c:9]([N+:6](=[O:7])[O-:8])[cH:17][cH:16]1)=[O:14].